This data is from the Open Reaction Database (ORD), a public repository of structured organic reaction records. The task is: describe an organic reaction: reactants, conditions, products, and yield The reactants are [Na] (sodium), S(=O)(=O)(C1=CC=C(C)C=C1)N1C(NCC1)=NC1=C(C=CC=C1)CCO (N'-Tosyl-2-[2-(2-hydroxyethyl)phenylimino]imidazolidine), S(=O)(Cl)Cl (thionyl chloride), N-tosyl, [Cl-].[NH4+] (ammonium chloride). Run in ClCCl.CO (dichloromethane methanol), N1=CC=CC=C1 (pyridine). The product is C(=C)C1=C(C=CC=C1)N=C1NCCN1 (2-(2-ethenylphenylimino)imidazolidine). RXN SMILES: S([N:11]1[CH2:15][CH2:14][NH:13][C:12]1=[N:16][C:17]1[CH:22]=[CH:21][CH:20]=[CH:19][C:18]=1[CH2:23][CH2:24]O)(C1C=CC(C)=CC=1)(=O)=O.S(Cl)(Cl)=O.[Na].[Cl-].[NH4+]>N1C=CC=CC=1.ClCCl.CO>[CH:23]([C:18]1[CH:19]=[CH:20][CH:21]=[CH:22][C:17]=1[N:16]=[C:12]1[NH:11][CH2:15][CH2:14][NH:13]1)=[CH2:24] |f:3.4,6.7,^1:29|. Procedure: N'-Tosyl-2-[2-(2-hydroxyethyl)phenylimino]imidazolidine from Example 17, Step B (1.8 g) is dissolved in pyridine (25 ml) containing thionyl chloride (3 ml). The mixture is heated at reflux until thin layer chromatography shows starting material to be gone [silica gel=dichloromethane:methanol (19:1)], about three hours. The volatiles are evaporated in vacuo and the residue is partitioned between water and ether. The aqueous layer is extracted (3×50 ml) with ether and the combined extracts are was...